Dataset: the Open Reaction Database (ORD), a public repository of structured organic reaction records. Task: describe an organic reaction: reactants, conditions, products, and yield RXN SMILES: FC(F)(F)C(O)=O.[C:8]1([C:14]2[N:15]([CH2:29][C:30]([O:32]C(C)(C)C)=[O:31])[C:16]([C:23]3[CH:28]=[CH:27][CH:26]=[CH:25][CH:24]=3)=[C:17]3[C:22]=2[CH2:21][CH:20]=[CH:19][CH2:18]3)[CH:13]=[CH:12][CH:11]=[CH:10][CH:9]=1>ClCCl>[C:23]1([C:16]2[N:15]([CH2:29][C:30]([OH:32])=[O:31])[C:14]([C:8]3[CH:9]=[CH:10][CH:11]=[CH:12][CH:13]=3)=[C:22]3[C:17]=2[CH2:18][CH:19]=[CH:20][CH2:21]3)[CH:24]=[CH:25][CH:26]=[CH:27][CH:28]=1. Run in ClCCl (dichloromethane). Procedure details: 5 ml of trifluoroacetic acid are added at 0° C. to a solution of 5 g of the compound of Step A in 50 ml of anhydrous dichloromethane. After reaction for 12 hours at ambient temperature, the reaction mixture is concentrated in vacuo and the residue obtained is rinsed with ether to allow isolation of the expected product. Reactants: FC(C(=O)O)(F)F (trifluoroacetic acid), C1(=CC=CC=C1)C=1N(C(=C2CC=CCC12)C1=CC=CC=C1)CC(=O)OC(C)(C)C (1,3-diphenyl-2-tert-butoxycarbonylmethyl-4,7-dihydro-2H-isoindole). The product is C1(=CC=CC=C1)C=1N(C(=C2CC=CCC12)C1=CC=CC=C1)CC(=O)O (1,3-diphenyl-2-carboxymethyl-4,7-dihydro-2H-isoindole). RXN SMILES: C(OC([N:8]1[CH2:13][CH2:12][C:11]2[N:14]([CH2:42][C:43]([F:46])([F:45])[F:44])[C:15]([C:17]3[CH:22]=[CH:21][N:20]=[C:19]([NH:23][C:24]4[CH:29]=[C:28]([N:30]5[CH2:35][CH2:34][N:33]([CH3:36])[CH2:32][CH2:31]5)[CH:27]=[CH:26][C:25]=4[O:37][C:38]([F:41])([F:40])[F:39])[N:18]=3)=[CH:16][C:10]=2[C:9]1=[O:47])=O)(C)(C)C.[ClH:48]>O1CCCC1.O1CCOCC1>[ClH:48].[CH3:36][N:33]1[CH2:32][CH2:31][N:30]([C:28]2[CH:27]=[CH:26][C:25]([O:37][C:38]([F:41])([F:39])[F:40])=[C:24]([NH:23][C:19]3[N:18]=[C:17]([C:15]4[N:14]([CH2:42][C:43]([F:45])([F:46])[F:44])[C:11]5[CH2:12][CH2:13][NH:8][C:9](=[O:47])[C:10]=5[CH:16]=4)[CH:22]=[CH:21][N:20]=3)[CH:29]=2)[CH2:35][CH2:34]1 |f:4.5|. Run in O1CCCC1 (tetrahydrofuran), O1CCOCC1 (dioxane). The yield is 98.0%. Product: Cl.CN1CCN(CC1)C=1C=CC(=C(C1)NC1=NC=CC(=N1)C1=CC=2C(NCCC2N1CC(F)(F)F)=O)OC(F)(F)F (2-{2-[5-(4-methyl-piperazin-1-yl)-2-trifluoromethoxy-phenylamino]-pyrimidin-4-yl}-1-(2,2,2-trifluoro-ethyl)-1,5,6,7-tetrahydro-pyrrolo[3,2-c]pyridin-4-one hydrochloride). Reported procedure: To a solution of 2-{2-[5-(4-methyl-piperazin-1-yl)-2-trifluoromethoxy-phenylamino]-pyrimidin-4-yl}-4-oxo-1-(2,2,2-trifluoro-ethyl)-1,4,6,7-tetrahydro-pyrrolo[3,2-c]pyridine-5-carboxylic acid tert-butyl ester (25 mg, 0.037 mmol) in tetrahydrofuran (1 mL), 4M HCl in dioxane (0.4 mL) were added. The solution was stirred at room temperature over night. The solvent was evaporated under vacuo to yield 22 mg (98%) of the title compound as a beige powder. The reactants are C(C)(C)(C)OC(=O)N1C(C2=C(CC1)N(C(=C2)C2=NC(=NC=C2)NC2=C(C=CC(=C2)N2CCN(CC2)C)OC(F)(F)F)CC(F)(F)F)=O (2-{2-[5-(4-methyl-piperazin-1-yl)-2-trifluoromethoxy-phenylamino]-pyrimidin-4-yl}-4-oxo-1-(2,2,2-trifluoro-ethyl)-1,4,6,7-tetrahydro-pyrrolo[3,2-c]pyridine-5-carboxylic acid tert-butyl ester), Cl (HCl). Reactants: CCOC(=O)CC(=O)OCC, CCCCCC, CN(C)C=O, ClCC=CCCl, [H][H], [LiH], O. Yields the product CCOC(=O)C1(C(=O)OCC)CC=CC1. As a reaction SMILES: [C:1]([CH2:2][C:3](=[O:4])[O:5][CH2:6][CH3:7])(=[O:8])[O:9][CH2:10][CH3:11].[CH3:21][CH2:22][CH2:23][CH2:24][CH2:25][CH3:26].[CH3:28][N:29]([CH3:30])[CH:31]=[O:32].[Cl:15][CH2:16][CH:17]=[CH:18][CH2:19][Cl:20].[H:13][H:14].[LiH:12].[OH2:27]>>[C:1]([C:2]1([C:3](=[O:4])[O:5][CH2:6][CH3:7])[CH2:16][CH:17]=[CH:18][CH2:19]1)(=[O:8])[O:9][CH2:10][CH3:11]. Reactants: [Cl-].[NH4+] (ammonium chloride), [BH4-].[Li+] (lithium borohydride), C(C)(=O)NC1(CCC(=O)OCC1)CCC1=CC=CC=C1 (4-acetamido-4-(2-phenylethyl)-6-hexanolide). Run in C(C)(=O)OCC (ethyl acetate), O1CCCC1 (tetrahydrofuran), O1CCCC1 (tetrahydrofuran). Yields the product C(C)(=O)NC(CCO)(CCCO)CCC1=CC=CC=C1 (3-acetamido-3-(2-phenylethyl)hexane-1,6-diol). Reaction SMILES: [BH4-].[Li+].[C:3]([NH:6][C:7]1([CH2:15][CH2:16][C:17]2[CH:22]=[CH:21][CH:20]=[CH:19][CH:18]=2)[CH2:14][CH2:13][O:12][C:10](=[O:11])[CH2:9][CH2:8]1)(=[O:5])[CH3:4].[Cl-].[NH4+]>O1CCCC1.C(OCC)(=O)C>[C:3]([NH:6][C:7]([CH2:15][CH2:16][C:17]1[CH:18]=[CH:19][CH:20]=[CH:21][CH:22]=1)([CH2:8][CH2:9][CH2:10][OH:11])[CH2:14][CH2:13][OH:12])(=[O:5])[CH3:4] |f:0.1,3.4|. Reported procedure: To a solution of lithium borohydride (220 mg) in tetrahydrofuran (100 ml), under a nitrogen atmosphere, a solution of 4-acetamido-4-(2-phenylethyl)-6-hexanolide (1.4 g) in tetrahydrofuran (30 ml) was dropwise added over 10 minutes and the mixture was further refluxed under heating for 1.5 hours. After cooling, the reaction mixture was neutralized with a saturated aqueous ammonium chloride solution and the solvent was distilled away under reduced pressure. The residue obtained was dissolved in et... The reactants are CCCCCCCCCCCCCCCC(=O)OC[C@@H]([C@@H]1C(=C(C(=O)O1)O)O)O (Ascorbyl Palmitate), C(CCCCCCCCCCCCCCCCC)(=O)[O-] (Stearate). The product is O=C1C(O)=C(O)[C@H](O1)[C@@H](O)CO (Ascorbic Acid). As a reaction SMILES: CCCCCCCCCCCCCCCC([O:18][CH2:19][C@H:20]([OH:29])[C@H:21]1[O:26][C:24](=[O:25])[C:23]([OH:27])=[C:22]1[OH:28])=O.C([O-])(=O)CCCCCCCCCCCCCCCCC>>[O:25]=[C:24]1[O:26][C@H:21]([C@H:20]([CH2:19][OH:18])[OH:29])[C:22]([OH:28])=[C:23]1[OH:27]. Reported procedure: Ascorbyl Palmitate or Stearate Reactants: C(C1=CC=CC=C1)N1C(C2=CC=CC=C2C1=O)=O (2-benzylisoindole-1,3-dione), S(O)(=O)(=O)Cl (chlorosulfuric acid). Run in C(Cl)(Cl)Cl (chloroform). Reaction conditions: time 2 day. The product is O=C1N(C(C2=CC=CC=C12)=O)CC1=CC=C(C=C1)S(=O)(=O)Cl (4-(1,3-dioxo-1,3-dihydroisoindol-2-ylmethyl)benzenesulfonylchloride). Reaction SMILES: [CH2:1]([N:8]1[C:16](=[O:17])[C:15]2[C:10](=[CH:11][CH:12]=[CH:13][CH:14]=2)[C:9]1=[O:18])[C:2]1[CH:7]=[CH:6][CH:5]=[CH:4][CH:3]=1.[S:19]([Cl:23])(=O)(=[O:21])[OH:20]>C(Cl)(Cl)Cl>[O:18]=[C:9]1[C:10]2[C:15](=[CH:14][CH:13]=[CH:12][CH:11]=2)[C:16](=[O:17])[N:8]1[CH2:1][C:2]1[CH:3]=[CH:4][C:5]([S:19]([Cl:23])(=[O:21])=[O:20])=[CH:6][CH:7]=1. Procedure: The compound (330 mg) obtained in Example 24-1 was dissolved in chloroform and then added with chlorosulfuric acid (manufactured by Kishida Chemical Co., Ltd.) (0.177 ml) under ice-cooling. The solution was stirred at room temperature for 2 days, and then concentrated and dried. The resultant was gradually added with phosphorus pentachloride (300 mg) and then heated to 80° C., followed by stirring for 4 hours. Starting materials: [Mg+]Cc1ccccc1, C1CCOC1, Cc1nc(-c2ccc(C(F)(F)F)cc2)sc1C=O, [Cl-]. Product: Cc1nc(-c2ccc(C(F)(F)F)cc2)sc1C(O)Cc1ccccc1. RXN SMILES: [CH2:20]([c:21]1[cH:22][cH:23][cH:24][cH:25][cH:26]1)[Mg+:27].[CH2:28]1[O:29][CH2:30][CH2:31][CH2:32]1.[CH3:1][c:2]1[n:3][c:4](-[c:9]2[cH:10][cH:11][c:12]([C:15]([F:16])([F:17])[F:18])[cH:13][cH:14]2)[s:5][c:6]1[CH:7]=[O:8].[Cl-:19]>>[CH3:1][c:2]1[n:3][c:4](-[c:9]2[cH:10][cH:11][c:12]([C:15]([F:16])([F:17])[F:18])[cH:13][cH:14]2)[s:5][c:6]1[CH:7]([OH:8])[CH2:20][c:21]1[cH:22][cH:23][cH:24][cH:25][cH:26]1.